From a dataset of the Open Reaction Database (ORD), a public repository of structured organic reaction records. describe an organic reaction: reactants, conditions, products, and yield The reactants are NC=1C=CC(=CC1O)C (6-amino-m-cresol), C([O-])([O-])=O.[Ca+2] (calcium carbonate), C(CCC)(=O)Cl (butanoyl chloride). The solvent is O1CCOCC1 (dioxane). Conditions: time 30 minute. Product: OC1=C(C=CC(=C1)C)NC(CCC)=O (N-(2-hydroxy-4-methylphenyl)butanamide). Isolated yield 33.4%. As a reaction SMILES: [NH2:1][C:2]1[CH:3]=[CH:4][C:5]([CH3:9])=[CH:6][C:7]=1[OH:8].C(=O)([O-])[O-].[Ca+2].[C:15](Cl)(=[O:19])[CH2:16][CH2:17][CH3:18]>O1CCOCC1>[OH:8][C:7]1[CH:6]=[C:5]([CH3:9])[CH:4]=[CH:3][C:2]=1[NH:1][C:15](=[O:19])[CH2:16][CH2:17][CH3:18] |f:1.2|. Procedure: To 30 ml of dioxane, there were added 1.50 g (12.6 mmol) of 6-amino-m-cresol and 0.6 g (6.0 mmol) of calcium carbonate. To the solution thus obtained, there was added 1.02 g of butanoyl chloride over 10 minutes, followed by stirring at room temperature for 30 minutes. After the completion of the reaction, the inorganic salt was filtered and 150 ml of water was poured thereto. Then the mixture was extracted with 150 ml of ethyl acetate, washed with a saturated aqueous solution of common salt and ... Starting materials: C(=O)(O)[O-].[Na+] (NaHCO3), N(=O)[O-].[Na+] (NaNO2), NC=1C=C2C=3C(=NN(C3C1)CC(C)O)CCC2 (1-(7-Amino-4,5-dihydro-3H-benzo[cd]indazol-1-yl)-propan-2-ol). Solvent: O (H2O), OS(=O)(=O)O.O (H2SO4 H2O), O (Water). Run at temperature 0 celsius, time 2 hour. Product: OC(CN1N=C2CCCC=3C2=C1C=C(C3)O)C (2-(2-Hydroxypropyl)-2,6,7,8-tetrahydro-benzo[cd]indazol-4-ol). Yield: 61.5%. As a reaction SMILES: N[C:2]1[CH:3]=[C:4]2[CH2:17][CH2:16][CH2:15][C:6]3=[N:7][N:8]([CH2:11][CH:12]([OH:14])[CH3:13])[C:9]([CH:10]=1)=[C:5]23.N([O-])=[O:19].[Na+].C([O-])(O)=O.[Na+]>OS(O)(=O)=O.O.O>[OH:14][CH:12]([CH3:13])[CH2:11][N:8]1[C:9]2[CH:10]=[C:2]([OH:19])[CH:3]=[C:4]3[C:5]=2[C:6]([CH2:15][CH2:16][CH2:17]3)=[N:7]1 |f:1.2,3.4,5.6|. Procedure: The product from Step D (1.90 g, 8.4 mmol) was dissolved in H2SO4/H2O (1:2, 60 mL) and cooled to 0° C. A solution of NaNO2 (0.64 g, 9.2 mmol) in H2O (2.0 mL) was added dropwise and the resultant dark solution was stirred for 2 h. Water (40 mL) was added to this solution and the mixture was heated to 110° C. for 2 h. After cooling the mixture to room temperature it was carefully neutralized with a saturated aqueous NaHCO3 solution and extracted with ethyl acetate (3×65 mL). The combined extracts ... The product is N1CC(CCC1)CC(=O)O (3-PIPERIDINYLACETIC ACID). Reaction SMILES: Cl.[N:2]1[CH:7]=[CH:6][CH:5]=[C:4]([CH2:8][C:9]([OH:11])=[O:10])[CH:3]=1.N1C=CC=C(CC(O)=O)C=1>>[NH:2]1[CH2:7][CH2:6][CH2:5][CH:4]([CH2:8][C:9]([OH:11])=[O:10])[CH2:3]1 |f:0.1|. Procedure details: 3-Pyridylacetic acid hydrochloride (13 grams) (74.9 mmoles) was hydrogenated as described in Preparative Example 15 to give a mixture of unreacted 3-pyridylacetic acid and the title compound (76:24) (8.63 grams, MH+ 144). The reactants are Cl.N1=CC(=CC=C1)CC(=O)O (3-Pyridylacetic acid hydrochloride), N1=CC(=CC=C1)CC(=O)O (3-pyridylacetic acid). Yield: 80.5%. Reactants: C(C1=CC=CC=C1)(=O)OCC#CCN1CCC(CC1)CC1=CC=CC=C1 (1-(4-benzoyloxybut-2-yn-1-yl)-4-benzylpiperidine). The solvent is CO (methanol). Conditions: time 24 hour. The product is C(C1=CC=CC=C1)C1CCN(CC1)CC#CCO (4-Benzyl-1-(4-hydroxybut-2-yn-1-yl)piperidine). Yield: 66.9%. RXN SMILES: C([O:9][CH2:10][C:11]#[C:12][CH2:13][N:14]1[CH2:19][CH2:18][CH:17]([CH2:20][C:21]2[CH:26]=[CH:25][CH:24]=[CH:23][CH:22]=2)[CH2:16][CH2:15]1)(=O)C1C=CC=CC=1>CO>[CH2:20]([CH:17]1[CH2:16][CH2:15][N:14]([CH2:13][C:12]#[C:11][CH2:10][OH:9])[CH2:19][CH2:18]1)[C:21]1[CH:26]=[CH:25][CH:24]=[CH:23][CH:22]=1. Procedure: A steam of ammonia gas was bubbled through dry-ice/acetone cooled methanol until the concentration of ammonia was about 20%. To this solution was added a solution of 1-(4-benzoyloxybut-2-yn-1-yl)-4-benzylpiperidine (300 mg, 0.860 mmol) in 2 mL of methanol. The resulting solution was allowed to stir at room temperature for 24 hr. Methanol was evaporated in vacuo to give a residue, which was purified by flash chromatography to give the title compound as a brown oil (140 mg, 67%): 1H NMR (CDCl3) d ...